describe an organic reaction: reactants, conditions, products, and yield From a dataset of the Open Reaction Database (ORD), a public repository of structured organic reaction records. Reactants: CSC1=NC2=C(C(=NC1)C1=CC=CC=C1)C=C(C=C2)Cl (2-(methylthio)-5-phenyl-7-chloro-3H-1,4-benzodiazepine), COC1=CC=C(COCC(=O)NN)C=C1 (2-(p-methoxybenzyloxy)-acetic acid-hydrazide). Solvent: CN(P(N(C)C)(N(C)C)=O)C (hexamethyl-phosphoric acid triamide). Product: COC1=CC=C(COCC2=NN=C3N2C2=C(C(=NC3)C3=CC=CC=C3)C=C(C=C2)Cl)C=C1 (1-[(p-methoxybenzyloxy)-methyl]-6-phenyl-8-chloro-4H-s-triazolo[4,3-a][1,4]benzodiazepine). RXN SMILES: CS[C:3]1[CH2:9][N:8]=[C:7]([C:10]2[CH:15]=[CH:14][CH:13]=[CH:12][CH:11]=2)[C:6]2[CH:16]=[C:17]([Cl:20])[CH:18]=[CH:19][C:5]=2[N:4]=1.[CH3:21][O:22][C:23]1[CH:35]=[CH:34][C:26]([CH2:27][O:28][CH2:29][C:30]([NH:32][NH2:33])=O)=[CH:25][CH:24]=1>CN(C)P(=O)(N(C)C)N(C)C>[CH3:21][O:22][C:23]1[CH:24]=[CH:25][C:26]([CH2:27][O:28][CH2:29][C:30]2[N:4]3[C:5]4[CH:19]=[CH:18][C:17]([Cl:20])=[CH:16][C:6]=4[C:7]([C:10]4[CH:15]=[CH:14][CH:13]=[CH:12][CH:11]=4)=[N:8][CH2:9][C:3]3=[N:33][N:32]=2)=[CH:34][CH:35]=1. Reported procedure: A solution of 15,0 g 2-(methylthio)-5-phenyl-7-chloro-3H-1,4-benzodiazepine [cf. G. A. Archer et al., J. Org. Chem. 29, 231 (1964)] and 11,5 g 2-(p-methoxybenzyloxy)-acetic acid-hydrazide in 100 ml hexamethyl-phosphoric acid triamide is heated for 10 hours at 140°. The reaction mixture is worked up analogously to Example 1. The crude product is crystallised from ethyl acetate-petrol ether, whereby 1-[(p-methoxybenzyloxy)-methyl]-6-phenyl-8-chloro-4H-s-triazolo[4,3-a][1,4]benzodiazepine M.P. 157°... Starting materials: ClS(=O)(=O)O (chlorosulfonic acid), 96.8-g, ClC=1SC(=CC1)Cl (2,5-dichlorothiophene), ice, C(=O)=O.CC(=O)C (dry ice acetone). Run at temperature 50 celsius, time 2 hour. Yields the product ClC=1SC(=CC1S(=O)(=O)Cl)Cl (2,5-dichloro-3-thienylsulfonyl chloride). RXN SMILES: [Cl:1][C:2]1[S:3][C:4]([Cl:7])=[CH:5][CH:6]=1.C(=O)=O.CC(C)=O.[Cl:15][S:16](O)(=[O:18])=[O:17]>>[Cl:1][C:2]1[S:3][C:4]([Cl:7])=[CH:5][C:6]=1[S:16]([Cl:15])(=[O:18])=[O:17] |f:1.2|. Procedure details: A 96.8-g (0.632 mol) sample of 2,5-dichlorothiophene was added dropwise to a cooled (dry ice/acetone bath, about -10° to -15° C.) and stirred solution of 163 g (1.39 mol) of chlorosulfonic acid. After the addition was completed, the reaction mixture was stirred at 50° C for 2 hours, cooled, and then poured into 200 g of ice. The aqueous reaction mixture was extracted with methylene chloride. The methylene chloride extract was washed with saturated aqueous sodium bicarbonate solution, washed with...